From a dataset of the Open Reaction Database (ORD), a public repository of structured organic reaction records. describe an organic reaction: reactants, conditions, products, and yield Product: NC1=CC=C(C=C1)S(=O)(=O)N([C@@H](CCCCNC(=O)[C@H](CC1=CC2=CC=CC=C2C=C1)NC(=O)C1CC1)CO)CC(C)C ((1S,5S)-Cyclopropanecarboxylic Acid (1-{5-[(4-Amino-benzenesulfonyl)-isobutyl-amino]-6-hydroxy-hexylcarbamoyl}-2-naphthalen-2-yl-ethyl)-amide). Starting materials: N[C@H](C(=O)NCCCC[C@@H](CO)N(CC(C)C)S(=O)(=O)C1=CC=C(C=C1)N)CC1=CC2=CC=CC=C2C=C1 ((2S,5S)-2-amino-N-{5-[(4-amino-benzenesulfonyl)-isobutyl-amino]-6-hydroxy-hexyl}-3-naphthalen-2-yl-propionamide), product, C1(CC1)C(=O)Cl (cyclopropanecarbonyl chloride). RXN SMILES: [NH2:1][C@@H:2]([CH2:28][C:29]1[CH:38]=[CH:37][C:36]2[C:31](=[CH:32][CH:33]=[CH:34][CH:35]=2)[CH:30]=1)[C:3]([NH:5][CH2:6][CH2:7][CH2:8][CH2:9][C@H:10]([N:13]([S:18]([C:21]1[CH:26]=[CH:25][C:24]([NH2:27])=[CH:23][CH:22]=1)(=[O:20])=[O:19])[CH2:14][CH:15]([CH3:17])[CH3:16])[CH2:11][OH:12])=[O:4].[CH:39]1([C:42](Cl)=[O:43])[CH2:41][CH2:40]1>>[NH2:27][C:24]1[CH:23]=[CH:22][C:21]([S:18]([N:13]([CH2:14][CH:15]([CH3:17])[CH3:16])[C@H:10]([CH2:11][OH:12])[CH2:9][CH2:8][CH2:7][CH2:6][NH:5][C:3]([C@@H:2]([NH:1][C:42]([CH:39]2[CH2:41][CH2:40]2)=[O:43])[CH2:28][C:29]2[CH:38]=[CH:37][C:36]3[C:31](=[CH:32][CH:33]=[CH:34][CH:35]=3)[CH:30]=2)=[O:4])(=[O:20])=[O:19])=[CH:26][CH:25]=1. Reported procedure: The title compound was prepared from (2S,5S)-2-amino-N-{5-[(4-amino-benzenesulfonyl)-isobutyl-amino]-6-hydroxy-hexyl}-3-naphthalen-2-yl-propionamide (product of example 49) as described in general procedure D using cyclopropanecarbonyl chloride. The final product was obtained in 79% yield. The reactants are C(CC)N1C(=CC=C1CCC)CC1=CC(=CC=C1)NC(=O)N (1,5-dipropyl-2-(3'-ureidobenzyl)pyrrole). Run in C(C)(=O)O (acetic acid). Run at time 2 hour. Product: C(CC)N1[C@H](CC[C@H]1CCC)CC1=CC(=CC=C1)NC(=O)N (cis-1,5-dipropyl-2-(3'-ureidobenzyl)pyrrolidine), C(CC)N1[C@H](CC[C@@H]1CCC)CC1=CC(=CC=C1)NC(=O)N (trans-1,5-dipropyl-2-(3'-ureidobenzyl)pyrrolidine). Yield: 5.0%. RXN SMILES: [CH2:1]([N:4]1[C:8]([CH2:9][CH2:10][CH3:11])=[CH:7][CH:6]=[C:5]1[CH2:12][C:13]1[CH:18]=[CH:17][CH:16]=[C:15]([NH:19][C:20]([NH2:22])=[O:21])[CH:14]=1)[CH2:2][CH3:3]>C(O)(=O)C>[CH2:1]([N:4]1[C@H:8]([CH2:9][CH2:10][CH3:11])[CH2:7][CH2:6][C@@H:5]1[CH2:12][C:13]1[CH:18]=[CH:17][CH:16]=[C:15]([NH:19][C:20]([NH2:22])=[O:21])[CH:14]=1)[CH2:2][CH3:3].[CH2:1]([N:4]1[C@@H:8]([CH2:9][CH2:10][CH3:11])[CH2:7][CH2:6][C@@H:5]1[CH2:12][C:13]1[CH:18]=[CH:17][CH:16]=[C:15]([NH:19][C:20]([NH2:22])=[O:21])[CH:14]=1)[CH2:2][CH3:3]. Procedure details: A solution of 4.6 g (15 mmol) of 1,5-dipropyl-2-(3'-ureidobenzyl)pyrrole in 150 ml of glacial acetic acid was hydrogenated at 45 p.s.i. in the presence of 3.5 g of 5% rodium on activated alumina as catalyst, during 2 hours. The catalyst was then separated by filtration and the filtrate evaporated in vacuo. The residue was suspended in 100 ml of methylene chloride and 20 ml of ammonium hydroxide were added (to adjust pH to alkaline). Anhydrous sodium sulfate was added and the solvent evaporated u... The reactants are CCN=C=NCCCN(C)C, CN(C)C=O, Cl, O=C(O)c1ccccc1-c1ccc(C(F)(F)F)cc1, NC1CCN(Cc2ccccc2)CC1, O, On1nnc2ccccc21. Product: O=C(NC1CCN(Cc2ccccc2)CC1)c1ccccc1-c1ccc(C(F)(F)F)cc1. Reaction SMILES: [CH2:46]([N:47]=[C:48]=[N:49][CH2:50][CH2:51][CH2:52][N:53]([CH3:54])[CH3:55])[CH3:56].[CH3:57][N:58]([CH3:59])[CH:60]=[O:61].[ClH:45].[F:1][C:2]([c:3]1[cH:4][cH:5][c:6](-[c:9]2[c:10]([C:15](=[O:16])[OH:17])[cH:11][cH:12][cH:13][cH:14]2)[cH:7][cH:8]1)([F:18])[F:19].[NH2:20][CH:21]1[CH2:22][CH2:23][N:24]([CH2:27][c:28]2[cH:29][cH:30][cH:31][cH:32][cH:33]2)[CH2:25][CH2:26]1.[OH2:34].[OH:35][n:36]1[c:37]2[cH:38][cH:39][cH:40][cH:41][c:42]2[n:43][n:44]1>>[F:1][C:2]([c:3]1[cH:4][cH:5][c:6](-[c:9]2[c:10]([C:15](=[O:17])[NH:20][CH:21]3[CH2:22][CH2:23][N:24]([CH2:27][c:28]4[cH:29][cH:30][cH:31][cH:32][cH:33]4)[CH2:25][CH2:26]3)[cH:11][cH:12][cH:13][cH:14]2)[cH:7][cH:8]1)([F:18])[F:19]. The reactants are BrC1=CC=CC=2NC(OCC21)=O (5-bromo-1,4-dihydro-benzo[d][1,3]oxazin-2-one), C(=O)(OC(C)(C)C)N1CCNCC1 (1-Boc-piperazine), C=1C=CC(=CC1)P(C=2C=CC=CC2)C3=CC=C4C=CC=CC4=C3C5=C6C=CC=CC6=CC=C5P(C=7C=CC=CC7)C=8C=CC=CC8 (BINAP), CC(C)(C)[O-].[Na+] (NaOt-Bu). Reagents/catalysts: C=1C=CC(=CC1)/C=C/C(=O)/C=C/C2=CC=CC=C2.C=1C=CC(=CC1)/C=C/C(=O)/C=C/C2=CC=CC=C2.C=1C=CC(=CC1)/C=C/C(=O)/C=C/C2=CC=CC=C2.[Pd].[Pd] (Pd2(dba)3). Solvent: C1(=CC=CC=C1)C (toluene). The product is C(C)(C)(C)OC(=O)N1CCN(CC1)C1=CC=CC=2NC(OCC21)=O (4-(2-oxo-1,4-dihydro-2H-benzo[d][1,3]oxazin-5-yl)-piperazine-1-carboxylic acid tert-butyl ester). Isolated yield 30.7%. As a reaction SMILES: Br[C:2]1[C:11]2[CH2:10][O:9][C:8](=[O:12])[NH:7][C:6]=2[CH:5]=[CH:4][CH:3]=1.[C:13]([N:20]1[CH2:25][CH2:24][NH:23][CH2:22][CH2:21]1)([O:15][C:16]([CH3:19])([CH3:18])[CH3:17])=[O:14].C1C=CC(P(C2C(C3C(P(C4C=CC=CC=4)C4C=CC=CC=4)=CC=C4C=3C=CC=C4)=C3C(C=CC=C3)=CC=2)C2C=CC=CC=2)=CC=1.CC([O-])(C)C.[Na+]>C1(C)C=CC=CC=1.C1C=CC(/C=C/C(/C=C/C2C=CC=CC=2)=O)=CC=1.C1C=CC(/C=C/C(/C=C/C2C=CC=CC=2)=O)=CC=1.C1C=CC(/C=C/C(/C=C/C2C=CC=CC=2)=O)=CC=1.[Pd].[Pd]>[C:16]([O:15][C:13]([N:20]1[CH2:25][CH2:24][N:23]([C:2]2[C:11]3[CH2:10][O:9][C:8](=[O:12])[NH:7][C:6]=3[CH:5]=[CH:4][CH:3]=2)[CH2:22][CH2:21]1)=[O:14])([CH3:19])([CH3:17])[CH3:18] |f:3.4,6.7.8.9.10|. Procedure details: A solution of 5-bromo-1,4-dihydro-benzo[d][1,3]oxazin-2-one (96 mg, 0.42 mmol) and 1-Boc-piperazine (100 mg, 0.54 mmol) in 2 ml toluene was added to a mixture of Pd2(dba)3 (8 mg, 0.009 mmol), BINAP (13 mg, 0.022 mmol), NaOt-Bu (121 mg, 1.26 mmol). With stirring, the solution was heated at 95° C.–100° C. for 4 hours and was allowed to cool to room temperature. The reaction mixture was filtered through celite and washed with ethyl acetate. The filtrate was washed with water and brine. After drying... Reactants: O=C1CCC1, [BH3-]C#N, CC(=O)O, CO, O=C(c1cc(F)cnc1Oc1cc(Cl)ccc1Cl)N1CCNc2ccccc21, [Na+]. Product: O=C(c1cc(F)cnc1Oc1cc(Cl)ccc1Cl)N1CCN(C2CCC2)c2ccccc21. Reaction SMILES: [C:29]1(=[O:33])[CH2:30][CH2:31][CH2:32]1.[C:38]([BH3-:39])#[N:40].[CH3:34][C:35](=[O:36])[OH:37].[CH3:42][OH:43].[Cl:1][c:2]1[c:3]([O:4][c:5]2[n:6][cH:7][c:8]([F:23])[cH:9][c:10]2[C:11](=[O:12])[N:13]2[CH2:14][CH2:15][NH:16][c:17]3[cH:18][cH:19][cH:20][cH:21][c:22]32)[cH:24][c:25]([Cl:28])[cH:26][cH:27]1.[Na+:41]>>[Cl:1][c:2]1[c:3]([O:4][c:5]2[n:6][cH:7][c:8]([F:23])[cH:9][c:10]2[C:11](=[O:12])[N:13]2[CH2:14][CH2:15][N:16]([CH:29]3[CH2:30][CH2:31][CH2:32]3)[c:17]3[cH:18][cH:19][cH:20][cH:21][c:22]32)[cH:24][c:25]([Cl:28])[cH:26][cH:27]1. Starting materials: BrC1=CC(=CC=2N=C(OC21)C2=C(C=CC=C2)Cl)Cl (7-bromo-5-chloro-2-(2-chlorophenyl)-benzoxazole), C(C#C)O (propargylalcohol). Reagents/catalysts: C1=CC=C(C=C1)P(C2=CC=CC=C2)C3=CC=CC=C3.C1=CC=C(C=C1)P(C2=CC=CC=C2)C3=CC=CC=C3.Cl[Pd]Cl (bis(triphenylphosphine)palladium (II) chloride), [Cu]I (copper (1) iodide). The solvent is C1(=CC=CC=C1)C (toluene), C(C)N(CC)CC (triethylamine). Run at time 6 hour. Product: ClC=1C=C(C2=C(N=C(O2)C2=C(C=CC=C2)Cl)C1)C#CCO (5-Chloro-2-(2-chlorophenyl)-7-(3-hydroxy-1-propynyl)-benzoxazole). Yield: 85.7%. Reaction SMILES: Br[C:2]1[C:10]2[O:9][C:8]([C:11]3[CH:16]=[CH:15][CH:14]=[CH:13][C:12]=3[Cl:17])=[N:7][C:6]=2[CH:5]=[C:4]([Cl:18])[CH:3]=1.[CH2:19]([OH:22])[C:20]#[CH:21]>C1(C)C=CC=CC=1.C(N(CC)CC)C.C1C=CC(P(C2C=CC=CC=2)C2C=CC=CC=2)=CC=1.C1C=CC(P(C2C=CC=CC=2)C2C=CC=CC=2)=CC=1.Cl[Pd]Cl.[Cu]I>[Cl:18][C:4]1[CH:3]=[C:2]([C:21]#[C:20][CH2:19][OH:22])[C:10]2[O:9][C:8]([C:11]3[CH:16]=[CH:15][CH:14]=[CH:13][C:12]=3[Cl:17])=[N:7][C:6]=2[CH:5]=1 |f:4.5.6|. Procedure details: A solution of 17.15 g (50 mmol) of 7-bromo-5-chloro-2-(2-chlorophenyl)-benzoxazole and 4.40 ml (75 mmol) of propargylalcohol in 32 ml of toluene and 64 ml of triethylamine was heated under nitrogen to 80-5° C. with 175.4 mg (250 μM) of bis(triphenylphosphine)palladium (II) chloride and 8.6 mg (4.5 μM) of copper (1) iodide. After 6 hours, the solid was filtered off and washed with dichloromethane. The solution was evaporated in vacuo. The residue was dissolved in ethyl acetate, washed with 1 N HC... The solvent is CO (methanol). Starting materials: C(C)OC(=O)C1=C(N=C(S1)N1C=NC2=C1C=C(C(=C2)OC)OC)C2=CC=CC=C2 (2-(5,6-Dimethoxy-benzoimidazol-1-yl)-4-phenyl-thiazole-5-carboxylic acid ethyl ester), CNC (dimethyl amine), amide. Yields the product CN(C(=O)C1=C(N=C(S1)N1C=NC2=C1C=C(C(=C2)OC)OC)C2=CC=CC=C2)C (2-(5,6-Dimethoxy-benzoimidazol-1-yl)-4-phenyl-thiazole-5-carboxylic acid dimethylamide). Procedure: 2-(5,6-Dimethoxy-benzoimidazol-1-yl)-4-phenyl-thiazole-5-carboxylic acid dimethylamide was prepared from 2-(5,6-Dimethoxy-benzoimidazol-1-yl)-4-phenyl-thiazole-5-carboxylic acid ethyl ester (48.8 mg, 0.12 mmol) and dimethyl amine in methanol (2 molar) as described above in the general amide formation procedure. Product was isolated by preparative HPLC:15 mg, 30%. 1H NMR (400 MHz, DMSO-d6) δ ppm 8.81 (s, 1 H); 7.84 (s, 1 H); 7.73-7.79 (m, 2H); 7.44-7.59 (m, 3 H); 7.40 (s, 1 H); 3.91 (s, 3 H, NCH3... As a reaction SMILES: C([O:3][C:4]([C:6]1[S:10][C:9]([N:11]2[C:15]3[CH:16]=[C:17]([O:22][CH3:23])[C:18]([O:20][CH3:21])=[CH:19][C:14]=3[N:13]=[CH:12]2)=[N:8][C:7]=1[C:24]1[CH:29]=[CH:28][CH:27]=[CH:26][CH:25]=1)=O)C.[CH3:30][NH:31][CH3:32]>CO>[CH3:30][N:31]([CH3:32])[C:4]([C:6]1[S:10][C:9]([N:11]2[C:15]3[CH:16]=[C:17]([O:22][CH3:23])[C:18]([O:20][CH3:21])=[CH:19][C:14]=3[N:13]=[CH:12]2)=[N:8][C:7]=1[C:24]1[CH:25]=[CH:26][CH:27]=[CH:28][CH:29]=1)=[O:3]. Starting materials: C(C)(C)(C)OC(=O)N1C(CCC1)CC1=CC=CC=C1 ((2RS)-2-benzyl-pyrrolidine-1-carboxylic acid tert-butyl ester), Cl (hydrogen chloride). Run in C(C)(=O)OCC (ethyl acetate), C(C)(=O)OCC (ethyl acetate). Reaction conditions: time 2 hour. Yields the product C(C1=CC=CC=C1)C1NCCC1 ((2RS)-2-benzyl-pyrrolidine). The yield is 94.4%. RXN SMILES: C(OC([N:8]1[CH2:12][CH2:11][CH2:10][CH:9]1[CH2:13][C:14]1[CH:19]=[CH:18][CH:17]=[CH:16][CH:15]=1)=O)(C)(C)C.Cl>C(OCC)(=O)C>[CH2:13]([CH:9]1[CH2:10][CH2:11][CH2:12][NH:8]1)[C:14]1[CH:19]=[CH:18][CH:17]=[CH:16][CH:15]=1. Reported procedure: To a solution of (2RS)-2-benzyl-pyrrolidine-1-carboxylic acid tert-butyl ester (1.21 g, 4.6 mmol) in ethyl acetate (20 ml) was added hydrogen chloride (4N) in ethyl acetate (20 ml) at room temperature. The mixture was stirred at room temperature for 2 hours and was concentrated. The residue was partitioned between aqueous sodium hydrogen carbonate and chloroform, and the organic layer was dried over sodium sulfate. The solvent was evaporated under reduced pressure to afford (2RS)-2-benzyl-pyrrol... The reactants are C(=O)C=1C=C(C=CC1)C1=NC(=NO1)C1=CC(=C(OCC(CNC(CO)=O)O)C(=C1)C)C (rac-N-(3-{4-[5-(3-formyl-phenyl)-[1,2,4]oxadiazol-3-yl]-2,6-dimethyl-phenoxy}-2-hydroxy-propyl)-2-hydroxy-acetamide), C(=O)C=1C=C(C(=O)O)C=C(C1)C(C)C (3-formyl-5-isopropyl-benzoic acid), C(C)C1=C(OC[C@H](CNC(CO)=O)O)C(=CC(=C1)C(NO)=N)C (N—((S)-3-[2-ethyl-4-(N-hydroxycarbamimidoyl)-6-methyl-phenoxy]-2-hydroxy-propyl)-2-hydroxy-acetamide). Procedure details: The title compound (49 mg) was prepared in analogy to rac-N-(3-{4-[5-(3-formyl-phenyl)-[1,2,4]oxadiazol-3-yl]-2,6-dimethyl-phenoxy}-2-hydroxy-propyl)-2-hydroxy-acetamide, starting from 3-formyl-5-isopropyl-benzoic acid (250 mg, 1.30 mmol) and N—((S)-3-[2-ethyl-4-(N-hydroxycarbamimidoyl)-6-methyl-phenoxy]-2-hydroxy-propyl)-2-hydroxy-acetamide (423 mg, 1.30 mmol); LC-MS**: tR=0.90 min; [M+1]+=481.85. Product: C(C)C1=C(OC[C@H](CNC(CO)=O)O)C(=CC(=C1)C1=NOC(=N1)C1=CC(=CC(=C1)C(C)C)C=O)C (N—((S)-3-{2-ethyl-4-[5-(3-formyl-5-isopropyl-phenyl)-[1,2,4]oxadiazol-3-yl]-6-methyl-phenoxy}-2-hydroxy-propyl)-2-hydroxy-acetamide). As a reaction SMILES: C(C1C=C(C2ON=C(C3C=C(C)C(OCC(O)CNC(=O)CO)=C(C)C=3)N=2)C=CC=1)=O.[CH:32]([C:34]1[CH:35]=[C:36]([CH:40]=[C:41]([CH:43]([CH3:45])[CH3:44])[CH:42]=1)[C:37]([OH:39])=O)=[O:33].[CH2:46]([C:48]1[CH:63]=[C:62]([C:64](=[NH:67])[NH:65]O)[CH:61]=[C:60]([CH3:68])[C:49]=1[O:50][CH2:51][C@@H:52]([OH:59])[CH2:53][NH:54][C:55](=[O:58])[CH2:56][OH:57])[CH3:47]>>[CH2:46]([C:48]1[CH:63]=[C:62]([C:64]2[N:67]=[C:37]([C:36]3[CH:40]=[C:41]([CH:43]([CH3:45])[CH3:44])[CH:42]=[C:34]([CH:32]=[O:33])[CH:35]=3)[O:39][N:65]=2)[CH:61]=[C:60]([CH3:68])[C:49]=1[O:50][CH2:51][C@@H:52]([OH:59])[CH2:53][NH:54][C:55](=[O:58])[CH2:56][OH:57])[CH3:47]. Yield: 7.8%.